Dataset: the Open Reaction Database (ORD), a public repository of structured organic reaction records. Task: describe an organic reaction: reactants, conditions, products, and yield Reactants: CCOC(=O)c1ccc(OC)c(OCCc2ccc(Cl)cc2Cl)c1, CCO, [Na+], [OH-]. The product is COc1ccc(C(=O)O)cc1OCCc1ccc(Cl)cc1Cl. As a reaction SMILES: [CH2:1]([CH3:2])[O:3][C:4]([c:5]1[cH:6][c:7]([O:13][CH2:14][CH2:15][c:16]2[c:17]([Cl:23])[cH:18][c:19]([Cl:22])[cH:20][cH:21]2)[c:8]([O:11][CH3:12])[cH:9][cH:10]1)=[O:24].[CH3:25][CH2:26][OH:27].[Na+:29].[OH-:28]>>[O:3]=[C:4]([c:5]1[cH:6][c:7]([O:13][CH2:14][CH2:15][c:16]2[c:17]([Cl:23])[cH:18][c:19]([Cl:22])[cH:20][cH:21]2)[c:8]([O:11][CH3:12])[cH:9][cH:10]1)[OH:24]. Reactants: C1CCOC1, CCOC(C)=O, O=Cc1cc(Cl)cc(Cl)c1, Cl. The product is C=CC(O)c1cc(Cl)cc(Cl)c1. Reaction SMILES: [CH2:18]1[O:19][CH2:20][CH2:21][CH2:22]1.[CH3:12][CH2:13][O:14][C:15]([CH3:16])=[O:17].[Cl:1][c:2]1[cH:3][c:4]([CH:5]=[O:6])[cH:7][c:8]([Cl:10])[cH:9]1.[ClH:11]>>[Cl:1][c:2]1[cH:3][c:4]([CH:5]([OH:6])[CH:12]=[CH2:13])[cH:7][c:8]([Cl:10])[cH:9]1. The reactants are C(C1=CC=CC=C1)N1CC(CC1)CC1=CC=C(C=C1)C(F)(F)F (1-Benzyl-3-(4-trifluoromethyl-benzyl)-pyrrolidine), C(C)(=O)O (acetic acid). Yields the product FC(C1=CC=C(CC2CN(CC2)CC(=O)O)C=C1)(F)F (Rac-3-(4-Trifluoromethyl-benzyl)-pyrrolidine acetic acid). Reaction SMILES: C([N:8]1[CH2:12][CH2:11][CH:10]([CH2:13][C:14]2[CH:19]=[CH:18][C:17]([C:20]([F:23])([F:22])[F:21])=[CH:16][CH:15]=2)[CH2:9]1)C1C=CC=CC=1.[C:24]([OH:27])(=[O:26])[CH3:25]>>[F:23][C:20]([F:21])([F:22])[C:17]1[CH:18]=[CH:19][C:14]([CH2:13][CH:10]2[CH2:11][CH2:12][N:8]([CH2:25][C:24]([OH:27])=[O:26])[CH2:9]2)=[CH:15][CH:16]=1. Procedure details: Prepared in analogy to Example A1(d) from 1-Benzyl-3-(4-trifluoromethyl-benzyl)-pyrrolidine (CAS: 336182-64-0) by replacing HCl with acetic acid to yield the title compound as an light brown oil. MS (m/e): 230.4 (M+H+, 100%).